Dataset: the Open Reaction Database (ORD), a public repository of structured organic reaction records. Task: describe an organic reaction: reactants, conditions, products, and yield Reactants: C(C)(=O)O[BH-](OC(C)=O)OC(C)=O.[Na+] (Sodium triacetoxyborohydride), O=C1CCN(CC1)C(=O)OC(C)(C)C (1,1-Dimethylethyl 4-oxo-1-piperidinecarboxylate), FC=1C=C(N)C=CC1 (3-Fluoroaniline). Run in C(C)(=O)OC(C)C (isopropyl acetate). Conditions: time 8 hour. The product is FC=1C=C(C=CC1)NC1CCN(CC1)C(=O)OC(C)(C)C (1,1-Dimethylethyl 4-[(3-fluorophenyl)amino]-1-piperidinecarboxylate). As a reaction SMILES: C(O[BH-](OC(=O)C)OC(=O)C)(=O)C.[Na+].O=[C:16]1[CH2:21][CH2:20][N:19]([C:22]([O:24][C:25]([CH3:28])([CH3:27])[CH3:26])=[O:23])[CH2:18][CH2:17]1.[F:29][C:30]1[CH:31]=[C:32]([CH:34]=[CH:35][CH:36]=1)[NH2:33]>C(OC(C)C)(=O)C>[F:29][C:30]1[CH:31]=[C:32]([NH:33][CH:16]2[CH2:21][CH2:20][N:19]([C:22]([O:24][C:25]([CH3:28])([CH3:27])[CH3:26])=[O:23])[CH2:18][CH2:17]2)[CH:34]=[CH:35][CH:36]=1 |f:0.1|. Procedure details: Sodium triacetoxyborohydride (NaBH(OAc)3 74 g, 0.35 mol) was added to a stirred solution of 1,1-Dimethylethyl 4-oxo-1-piperidinecarboxylate (50 g, 0.25 mol) and 3-Fluoroaniline (24 ml, 0.25 mol) in isopropyl acetate (1-PrOAc, 500 ml) and the slurry stirred overnight. The reactants are NC1=NC=C(N=C1)Br (2-amino-5-bromopyrazine), O (water), [H-].[Na+] (sodium hydride), CSC(C)O (methylthioethanol), C(Cl)(Cl)Cl (chloroform). The reagents and catalysts are [Cu] (copper). Run in C(C)(=O)OCC (ethyl acetate), N (ammonia), CC(=O)C (acetone), CCCCCC (hexane), CO (methanol). The product is CSCCOC=1N=CC(=NC1)N (5-[2-(Methylthio)ethoxy]pyrazin-2-amine), crystals. Yield: 6.0%. As a reaction SMILES: [H-].[Na+].[CH3:3][S:4][CH:5](O)[CH3:6].[NH2:8][C:9]1[CH:14]=[N:13][C:12](Br)=[CH:11][N:10]=1.C(Cl)(Cl)Cl.[OH2:20]>C(OCC)(=O)C.N.[Cu].CC(C)=O.CCCCCC.CO>[CH3:3][S:4][CH2:5][CH2:6][O:20][C:12]1[N:13]=[CH:14][C:9]([NH2:8])=[N:10][CH:11]=1 |f:0.1|. Procedure: According to the method described in WO2007007886, sodium hydride (50% oily product) (314 mg) was added to methylthioethanol (7.88 mL) under cooling with ice and stirring, and then copper (490 mg) and 2-amino-5-bromopyrazine (1.00 g) were added thereto. The reaction mixture was placed in an autoclave and heated and stirred at 160° C. for about 5 hours. After cooling, the reaction mixture was diluted with water (50 mL) and ethyl acetate (50 mL), and 25% aqueous ammonia (2 mL) was added to the mix... Starting materials: C(C)(C)NC(C)C.[Li] (lithium diisopropylamine), C(=O)NC1=CSC=C1 (3- Formylaminothiophene), C[Si](C)(C)Cl (trimethylsilylchloride). Solvent: C1CCOC1 (THF), C1CCOC1 (THF). Conditions: temperature -20 celsius, time 30 minute. Product: C[Si](C=1SC=CC1NC=O)(C)C (2-trimethylsilyl-3-formylaminothiophene). Reaction SMILES: [CH:1]([NH:3][C:4]1[CH:8]=[CH:7][S:6][CH:5]=1)=[O:2].C(NC(C)C)(C)C.[Li].[CH3:17][Si:18](Cl)([CH3:20])[CH3:19]>C1COCC1>[CH3:17][Si:18]([CH3:20])([CH3:19])[C:5]1[S:6][CH:7]=[CH:8][C:4]=1[NH:3][CH:1]=[O:2] |f:1.2,^1:15|. Procedure details: 3- Formylaminothiophene (Bull. Soc. Chim. Fr. 1976,151) (2 g), dissolved in dry THF (20 ml), was dropped into a freshly prepared solution of lithium diisopropylamine (0.035 mol) in THF (35 ml) at −70° C. The solution was warmed to −20° C. and stirred for 30 minutes, then cooled again to −70° C., whereupon trimethylsilylchloride (5 ml) was added. After stirring for an additional hour at this temperature the mixture was slowly warmed to room temperature and stirred for 4 hours. Quenching with a sa... The reactants are O (water), C(=O)(O)CCOC1=CC(=C(C=O)C=C1)C (4-(2-carboxyethoxy)-2-methyl-benzaldehyde), C([O-])([O-])=O.[K+].[K+] (potassium carbonate), C(C1=CC=CC=C1)Br (benzyl bromide). Solvent: CN(C=O)C (N,N-dimethylformamide). Reaction conditions: time 8 hour. The product is C(C1=CC=CC=C1)OC(=O)CCOC1=CC(=C(C=O)C=C1)C (4-[2-(Benzyloxycarbonyl)ethoxy]-2-methylbenzaldehyde). RXN SMILES: [C:1]([CH2:4][CH2:5][O:6][C:7]1[CH:14]=[CH:13][C:10]([CH:11]=[O:12])=[C:9]([CH3:15])[CH:8]=1)([OH:3])=[O:2].C(=O)([O-])[O-].[K+].[K+].[CH2:22](Br)[C:23]1[CH:28]=[CH:27][CH:26]=[CH:25][CH:24]=1.O>CN(C)C=O>[CH2:22]([O:2][C:1]([CH2:4][CH2:5][O:6][C:7]1[CH:14]=[CH:13][C:10]([CH:11]=[O:12])=[C:9]([CH3:15])[CH:8]=1)=[O:3])[C:23]1[CH:28]=[CH:27][CH:26]=[CH:25][CH:24]=1 |f:1.2.3|. Procedure: To a suspension of 4-(2-carboxyethoxy)-2-methyl-benzaldehyde (7.2 g) and potassium carbonate (14.3 g) in N,N-dimethylformamide (70 mL) was added benzyl bromide (8.2 mL) at room temperature, and the mixture was stirred overnight. The reaction mixture was poured into water, and the resulting mixture was extracted with diethyl ether. The extract was washed with water and brine, and dried over anhydrous sodium sulfate. The solvent was removed under reduced pressure, and the residue was purified by c... Reactants: Cl (hydrochloric acid), [OH-].[K+] (potassium hydroxide), FC=1C=C(C(=O)OCC)C=CC1NCCCCCCCCCCCCCCCC (ethyl 3-fluoro-4-hexadecylaminobenzoate), C(C)O (ethanol). Run in O (water), O (water). The product is FC=1C=C(C(=O)O)C=CC1NCCCCCCCCCCCCCCCC (3-fluoro-4-(hexadecylamino)benzoic acid). As a reaction SMILES: [OH-].[K+].[F:3][C:4]1[CH:5]=[C:6]([CH:12]=[CH:13][C:14]=1[NH:15][CH2:16][CH2:17][CH2:18][CH2:19][CH2:20][CH2:21][CH2:22][CH2:23][CH2:24][CH2:25][CH2:26][CH2:27][CH2:28][CH2:29][CH2:30][CH3:31])[C:7]([O:9]CC)=[O:8].C(O)C.Cl>O>[F:3][C:4]1[CH:5]=[C:6]([CH:12]=[CH:13][C:14]=1[NH:15][CH2:16][CH2:17][CH2:18][CH2:19][CH2:20][CH2:21][CH2:22][CH2:23][CH2:24][CH2:25][CH2:26][CH2:27][CH2:28][CH2:29][CH2:30][CH3:31])[C:7]([OH:9])=[O:8] |f:0.1|. Reported procedure: A solution of 3.8 g of potassium hydroxide in 15 ml of water is added to a mixture of 3.5 g of ethyl 3-fluoro-4-hexadecylaminobenzoate, 30 ml of water and 30 ml of ethanol. Upon heating, a clear solution is formed and after 20 hours, the hot solution is acidified with concentrated hydrochloric acid and cooled. The precipitate is collected and recrystallized from ethanol and then from chloroform to yield 3-fluoro-4-(hexadecylamino)benzoic acid as a colorless solid.